From a dataset of the Open Reaction Database (ORD), a public repository of structured organic reaction records. describe an organic reaction: reactants, conditions, products, and yield Reaction conditions: time 1 hour. Yield: 41.9%. Run in CO (methanol). The reactants are Cl.NC(C)(C)C=1N=NN(C1)CC[N+](C)(C)C (2-(4-(2-aminopropan-2-yl)-1H-1,2,3-triazol-1-yl)-N,N,N-trimethylethanaminium hydrochloride), ClOC(C)(C)C (t-Butyl hypochlorite). RXN SMILES: [ClH:1].[NH2:2][C:3]([C:6]1[N:7]=[N:8][N:9]([CH2:11][CH2:12][N+:13]([CH3:16])([CH3:15])[CH3:14])[CH:10]=1)([CH3:5])[CH3:4].[Cl:17]OC(C)(C)C>CO>[Cl-:17].[Cl:1][N:2]([Cl:17])[C:3]([C:6]1[N:7]=[N:8][N:9]([CH2:11][CH2:12][N+:13]([CH3:14])([CH3:16])[CH3:15])[CH:10]=1)([CH3:5])[CH3:4] |f:0.1,4.5|. The product is [Cl-].ClN(C(C)(C)C=1N=NN(C1)CC[N+](C)(C)C)Cl (2-(4-(2-(dichloroamino)propan-2-yl)-1H-1,2,3-triazol-1-yl)-N,N,N-trimethylethanaminium chloride). Procedure: A solution of 2-(4-(2-aminopropan-2-yl)-1H-1,2,3-triazol-1-yl)-N,N,N-trimethylethanaminium hydrochloride (1.45 g, 5.8 mmol) in methanol (100 ml) was stirred at room temperature. t-Butyl hypochlorite (1.90 g, 17.5 mmol) was added to the mixture, and the combined mixture was stirred for 1 hour at room temperature. The reaction mixture was concentrated in vacuo, and purified by prep-HPLC to give 769 mg (42% yield) of 2-(4-(2-(dichloroamino)propan-2-yl)-1H-1,2,3-triazol-1-yl)-N,N,N-trimethylethanami... Starting materials: COC=1C=C2CCC(CC2=CC1)=O (6-methoxy-2-tetralone), 2,2-(1'-carbethoxyeth-1', 1'-ylidene)-6-methoxytetralin, COC=1C=C2C=CC=C(C2=CC1)C(C(=O)OCC)C (ethyl 6-methoxynaphthyl-α-methylacetate), C1(=CC=CC=C1)[PH2](C1=CC=CC=C1)C1=CC=CC=C1 (triphenylphosphorane), ethyl 2-halopropionate. Yields the product COC=1C=C2C=CC=C(C2=CC1)C(C(=O)O)C (6-methoxynaphthyl-α-methylacetic acid). RXN SMILES: COC1C=C2C(=CC=1)CC(=O)CC2.C1([PH2](C2C=CC=CC=2)C2C=CC=CC=2)C=CC=CC=1.[CH3:33][O:34][C:35]1[CH:36]=[C:37]2[C:42](=[CH:43][CH:44]=1)[C:41]([CH:45]([CH3:51])[C:46]([O:48]CC)=[O:47])=[CH:40][CH:39]=[CH:38]2>>[CH3:33][O:34][C:35]1[CH:36]=[C:37]2[C:42](=[CH:43][CH:44]=1)[C:41]([CH:45]([CH3:51])[C:46]([OH:48])=[O:47])=[CH:40][CH:39]=[CH:38]2. Procedure: Thus, for example, by reacting 6-methoxy-2-tetralone with the triphenylphosphorane derived from ethyl 2-halopropionate, 2,2-(1'-carbethoxyeth-1', 1'-ylidene)-6-methoxytetralin is prepared. Dehydrogenation thereof provides ethyl 6-methoxynaphthyl-α-methylacetate which upon hydrolysis affords 6-methoxynaphthyl-α-methylacetic acid. Starting materials: COC(=O)CBr, CC#N, [K+], [K+], O=C([O-])[O-], N#Cc1ccc(O)cc1. The product is COC(=O)COc1ccc(C#N)cc1. As a reaction SMILES: [Br:10][CH2:11][C:12](=[O:13])[O:14][CH3:15].[CH3:22][C:23]#[N:24].[K+:16].[K+:17].[O-:18][C:19]([O-:20])=[O:21].[OH:1][c:2]1[cH:3][cH:4][c:5]([C:8]#[N:9])[cH:6][cH:7]1>>[O:1]([c:2]1[cH:3][cH:4][c:5]([C:8]#[N:9])[cH:6][cH:7]1)[CH2:11][C:12](=[O:13])[O:14][CH3:15]. Starting materials: CCOC(=O)C(=O)c1cn(Cc2ccccc2)c2c(-c3ccc(OC(F)(F)F)cc3)cccc12, C1CCOC1, [K+], [OH-], O. Product: O=C(O)C(=O)c1cn(Cc2ccccc2)c2c(-c3ccc(OC(F)(F)F)cc3)cccc12. As a reaction SMILES: [CH2:1]([c:2]1[cH:3][cH:4][cH:5][cH:6][cH:7]1)[n:8]1[cH:9][c:10]([C:28]([C:29](=[O:30])[O:31][CH2:32][CH3:33])=[O:34])[c:11]2[cH:12][cH:13][cH:14][c:15](-[c:17]3[cH:18][cH:19][c:20]([O:23][C:24]([F:25])([F:26])[F:27])[cH:21][cH:22]3)[c:16]12.[CH2:37]1[O:38][CH2:39][CH2:40][CH2:41]1.[K+:36].[OH-:35].[OH2:42]>>[CH2:1]([c:2]1[cH:3][cH:4][cH:5][cH:6][cH:7]1)[n:8]1[cH:9][c:10]([C:28]([C:29](=[O:30])[OH:31])=[O:34])[c:11]2[cH:12][cH:13][cH:14][c:15](-[c:17]3[cH:18][cH:19][c:20]([O:23][C:24]([F:25])([F:26])[F:27])[cH:21][cH:22]3)[c:16]12. Yields the product CC(C)OC(=O)CCCC1CCC2C(CC(O)C2C=CC(O)CCc2cccnc2)OC1. RXN SMILES: [C:56]([O:57][CH2:58][CH3:59])(=[O:60])[CH3:61].[CH3:1][CH:2]([OH:3])[CH3:4].[CH3:51][CH:52]([CH3:53])[O-:54].[Li+:55].[OH2:62].[c:5]1(-[c:6]2[cH:7][cH:8][cH:9][cH:10][cH:11]2)[cH:12][cH:45][c:46]([C:47]([O:13][CH:14]2[CH:15]([CH:33]=[CH:34][CH:35]([CH2:36][CH2:37][c:38]3[cH:39][n:40][cH:41][cH:42][cH:43]3)[OH:44])[CH:16]3[CH:17]([O:18][CH2:19][CH:20]([CH2:23][CH2:24][CH2:25][C:26]([O:27][CH:28]([CH3:29])[CH3:30])=[O:31])[CH2:21][CH2:22]3)[CH2:32]2)=[O:48])[cH:49][cH:50]1>>[OH:13][CH:14]1[CH:15]([CH:33]=[CH:34][CH:35]([CH2:36][CH2:37][c:38]2[cH:39][n:40][cH:41][cH:42][cH:43]2)[OH:44])[CH:16]2[CH:17]([O:18][CH2:19][CH:20]([CH2:23][CH2:24][CH2:25][C:26]([O:27][CH:28]([CH3:29])[CH3:30])=[O:31])[CH2:21][CH2:22]2)[CH2:32]1. The reactants are CCOC(C)=O, CC(C)O, CC(C)[O-], [Li+], O, CC(C)OC(=O)CCCC1CCC2C(CC(OC(=O)c3ccc(-c4ccccc4)cc3)C2C=CC(O)CCc2cccnc2)OC1.